Dataset: the Open Reaction Database (ORD), a public repository of structured organic reaction records. Task: describe an organic reaction: reactants, conditions, products, and yield Starting materials: O=C([O-])[O-], CCOC(=O)COc1ccc(S)cc1CC, CCOCC, CCCN(CCOS(=O)(=O)c1ccc(C)cc1)S(=O)(=O)c1sc2ccc(Cl)cc2c1C, Cl, [Cs+], [Cs+], N#N, CN(C)C=O. The product is CCCN(CCSc1ccc(OCC(=O)OCC)c(CC)c1)S(=O)(=O)c1sc2ccc(Cl)cc2c1C. RXN SMILES: [C:19](=[O:20])([O-:21])[O-:22].[CH2:1]([CH3:2])[O:3][C:4]([CH2:5][O:6][c:7]1[c:8]([CH2:14][CH3:15])[cH:9][c:10]([SH:13])[cH:11][cH:12]1)=[O:16].[CH3:62][CH2:63][O:64][CH2:65][CH3:66].[Cl:25][c:26]1[cH:27][c:28]2[c:29]([s:30][c:31]([S:34](=[O:35])(=[O:36])[N:37]([CH2:38][CH2:39][O:40][S:41]([c:42]3[cH:43][cH:44][c:45]([CH3:46])[cH:47][cH:48]3)(=[O:49])=[O:50])[CH2:51][CH2:52][CH3:53])[c:32]2[CH3:33])[cH:54][cH:55]1.[ClH:56].[Cs+:23].[Cs+:24].[N:17]#[N:18].[O:57]=[CH:58][N:59]([CH3:60])[CH3:61]>>[CH2:1]([CH3:2])[O:3][C:4]([CH2:5][O:6][c:7]1[c:8]([CH2:14][CH3:15])[cH:9][c:10]([S:13][CH2:39][CH2:38][N:37]([S:34]([c:31]2[s:30][c:29]3[c:28]([cH:27][c:26]([Cl:25])[cH:55][cH:54]3)[c:32]2[CH3:33])(=[O:35])=[O:36])[CH2:51][CH2:52][CH3:53])[cH:11][cH:12]1)=[O:16]. The reactants are CI, CN(C)C=O, CN(Cc1ccc(NC(=O)C2=Cc3cc(-c4ccc(N5CCCCC5)cc4)ccc3OCC2)cc1)C1CCOCC1. Reaction SMILES: [CH3:42][I:43].[CH3:44][N:45]([CH3:46])[CH:47]=[O:48].[N:1]1([c:7]2[cH:8][cH:9][c:10](-[c:13]3[cH:14][cH:15][c:16]4[c:17]([cH:41]3)[CH:18]=[C:19]([C:23](=[O:24])[NH:25][c:26]3[cH:27][cH:28][c:29]([CH2:32][N:33]([CH3:34])[CH:35]5[CH2:36][CH2:37][O:38][CH2:39][CH2:40]5)[cH:30][cH:31]3)[CH2:20][CH2:21][O:22]4)[cH:11][cH:12]2)[CH2:2][CH2:3][CH2:4][CH2:5][CH2:6]1>>[I-:43].[N:1]1([c:7]2[cH:8][cH:9][c:10](-[c:13]3[cH:14][cH:15][c:16]4[c:17]([cH:41]3)[CH:18]=[C:19]([C:23](=[O:24])[NH:25][c:26]3[cH:27][cH:28][c:29]([CH2:32][N+:33]([CH3:34])([CH:35]5[CH2:36][CH2:37][O:38][CH2:39][CH2:40]5)[CH3:42])[cH:30][cH:31]3)[CH2:20][CH2:21][O:22]4)[cH:11][cH:12]2)[CH2:2][CH2:3][CH2:4][CH2:5][CH2:6]1. Product: [I-], C[N+](C)(Cc1ccc(NC(=O)C2=Cc3cc(-c4ccc(N5CCCCC5)cc4)ccc3OCC2)cc1)C1CCOCC1. Reactants: CCOC(=O)CN1CCN(C2CCN(C(=O)C(Cc3cc(Cl)c(N)c(C(F)(F)F)c3)OC(=O)N3CCC(N4CCc5cc(OC)ccc5NC4=O)CC3)CC2)CC1, [Li+], [OH-]. The product is COc1ccc2c(c1)CCN(C1CCN(C(=O)OC(Cc3cc(Cl)c(N)c(C(F)(F)F)c3)C(=O)N3CCC(N4CCN(CC(=O)O)CC4)CC3)CC1)C(=O)N2. RXN SMILES: [CH3:1][O:2][c:3]1[cH:4][cH:5][c:6]2[c:7]([cH:57]1)[CH2:8][CH2:9][N:10]([CH:14]1[CH2:15][CH2:16][N:17]([C:20](=[O:21])[O:22][CH:23]([C:24](=[O:25])[N:26]3[CH2:27][CH2:28][CH:29]([N:32]4[CH2:33][CH2:34][N:35]([CH2:38][C:39](=[O:40])[O:41][CH2:42][CH3:43])[CH2:36][CH2:37]4)[CH2:30][CH2:31]3)[CH2:44][c:45]3[cH:46][c:47]([Cl:56])[c:48]([NH2:55])[c:49]([C:51]([F:52])([F:53])[F:54])[cH:50]3)[CH2:18][CH2:19]1)[C:11](=[O:13])[NH:12]2.[Li+:59].[OH-:58]>>[CH3:1][O:2][c:3]1[cH:4][cH:5][c:6]2[c:7]([cH:57]1)[CH2:8][CH2:9][N:10]([CH:14]1[CH2:15][CH2:16][N:17]([C:20](=[O:21])[O:22][CH:23]([C:24](=[O:25])[N:26]3[CH2:27][CH2:28][CH:29]([N:32]4[CH2:33][CH2:34][N:35]([CH2:38][C:39](=[O:40])[OH:41])[CH2:36][CH2:37]4)[CH2:30][CH2:31]3)[CH2:44][c:45]3[cH:46][c:47]([Cl:56])[c:48]([NH2:55])[c:49]([C:51]([F:52])([F:53])[F:54])[cH:50]3)[CH2:18][CH2:19]1)[C:11](=[O:13])[NH:12]2. Reactants: C(C)(C)(C)OC([C@H]1NCCC1)=O (L-proline-tert-butyl ester), C1(CCCCC1)N=C=NC1CCCCC1 (N,N'-dicyclohexylcarbodiimide), NCCSC[C@H](N)C(=O)O (S-2-aminoethyl-L-cysteine), C(C1=CC=CC=C1)OC(=O)NCCI (benzyloxycarbonyl-2-iodoethylamine), N[C@@H](CS)C(=O)O (L-cysteine), C(=O)(OC(C)(C)C)OC(=O)OC(C)(C)C (di-tert-butyl dicarbonate). Yields the product C(C1=CC=CC=C1)OC(=O)NCCSC[C@H](N)C(=O)O (S-Benzyloxycarbonylaminoethyl-L-cysteine). Reaction SMILES: [CH2:1]([O:8][C:9]([NH:11][CH2:12][CH2:13]I)=[O:10])[C:2]1[CH:7]=[CH:6][CH:5]=[CH:4][CH:3]=1.[NH2:15][C@H:16]([C:19]([OH:21])=[O:20])[CH2:17][SH:18].C(OC(OC(C)(C)C)=O)(OC(C)(C)C)=O.NCCSC[C@@H](C(O)=O)N.C(OC(=O)[C@@H]1CCCN1)(C)(C)C.C1(N=C=NC2CCCCC2)CCCCC1>>[CH2:1]([O:8][C:9]([NH:11][CH2:12][CH2:13][S:18][CH2:17][C@@H:16]([C:19]([OH:21])=[O:20])[NH2:15])=[O:10])[C:2]1[CH:7]=[CH:6][CH:5]=[CH:4][CH:3]=1. Procedure details: S-Benzyloxycarbonylaminoethyl-L-cysteine is prepared from benzyloxycarbonyl-2-iodoethylamine and L-cysteine by the method of H. Lindley (Austral. J. Chem., 12, 296,1959). The α-amino group is protected with tert-butoxycarbonyl using di-tert-butyl dicarbonate. The resulting fully protected S-2-aminoethyl-L-cysteine is condensed with L-proline-tert-butyl ester in the presence of N,N'-dicyclohexylcarbodiimide. This intermediate is readily purified by medium pressure liquid chromatography on silica ... Starting materials: ClCCCS(=O)(=O)NCC(CSCCCCCCCCCCCCCCCC)NC(=O)NC (3-(3-Chloropropylsulfonylamino)-1-hexadecylthio-2-(3-methylureido)propane), C(CCCCCCCCCCCCCCC)SCC(CNS(=O)(=O)CCCI)OC (1-hexadecylthio-3-(3-iodopropylsulfonylamino)-2-methoxypropane). The product is C(CCCCCCCCCCCCCCC)SCC(CNS(=O)(=O)CCCI)NC(=O)NC (1-hexadecylthio-3-(3-iodopropylsulfonylamino)-2-(3-methylureido)propane). As a reaction SMILES: Cl[CH2:2][CH2:3][CH2:4][S:5]([NH:8][CH2:9][CH:10]([NH:29][C:30]([NH:32][CH3:33])=[O:31])[CH2:11][S:12][CH2:13][CH2:14][CH2:15][CH2:16][CH2:17][CH2:18][CH2:19][CH2:20][CH2:21][CH2:22][CH2:23][CH2:24][CH2:25][CH2:26][CH2:27][CH3:28])(=[O:7])=[O:6].C(SCC(OC)CNS(CCC[I:61])(=O)=O)CCCCCCCCCCCCCCC>>[CH2:13]([S:12][CH2:11][CH:10]([NH:29][C:30]([NH:32][CH3:33])=[O:31])[CH2:9][NH:8][S:5]([CH2:4][CH2:3][CH2:2][I:61])(=[O:7])=[O:6])[CH2:14][CH2:15][CH2:16][CH2:17][CH2:18][CH2:19][CH2:20][CH2:21][CH2:22][CH2:23][CH2:24][CH2:25][CH2:26][CH2:27][CH3:28]. Reported procedure: 3-(3-Chloropropylsulfonylamino)-1-hexadecylthio-2-(3-methylureido)propane IIIf2 is allowed to react and worked up by the same procedure as described in (5). m.p. 70°-71° C. The summary of the experimental condition and the physical data of the product are listed in Table 8. Starting materials: BrCC(CCBr)O (1,4-dibromo-2-butanol), C1(CCCCC1)N (cyclohexylamine). The solvent is O (water). Reaction conditions: temperature 130 celsius. The product is C1(CCCCC1)N1CC(CC1)O (1-Cyclohexyl-3-pyrrolidinol). Reaction SMILES: Br[CH2:2][CH:3]([OH:7])[CH2:4][CH2:5]Br.[CH:8]1([NH2:14])[CH2:13][CH2:12][CH2:11][CH2:10][CH2:9]1>O>[CH:8]1([N:14]2[CH2:5][CH2:4][CH:3]([OH:7])[CH2:2]2)[CH2:13][CH2:12][CH2:11][CH2:10][CH2:9]1. Procedure: With stirring 1,4-dibromo-2-butanol (696 g, 3 mol) was added dropwise to cyclohexylamine (595 g, 6 mol). The addition was rapid until the reaction temperature reached 130° C. and then slowed so as to maintain the temperature at 130°-135° C. When the addition was completed the mixture was heated at 130° C. for 2 h. The mixture was then poured into 3 L of water with stirring. The aqueous mixture was filtered and the filtrate extracted with 1 L of ether. The aqueous solution was basified with 50% s... The reactants are [BH4-], CC(=O)C1(c2ccccc2)CCN(CCCc2noc3cc(F)ccc23)CC1, CC(C)O, CO, Cl, [Na+]. The product is CC(O)C1(c2ccccc2)CCN(CCCc2noc3cc(F)ccc23)CC1, Cl. As a reaction SMILES: [BH4-:34].[C:6]([CH3:7])(=[O:8])[C:9]1([c:28]2[cH:29][cH:30][cH:31][cH:32][cH:33]2)[CH2:10][CH2:11][N:12]([CH2:15][CH2:16][CH2:17][c:18]2[n:19][o:20][c:21]3[c:22]2[cH:23][cH:24][c:25]([F:27])[cH:26]3)[CH2:13][CH2:14]1.[CH3:1][CH:2]([OH:3])[CH3:4].[CH3:36][OH:37].[ClH:5].[Na+:35]>>[CH:6]([CH3:7])([OH:8])[C:9]1([c:28]2[cH:29][cH:30][cH:31][cH:32][cH:33]2)[CH2:10][CH2:11][N:12]([CH2:15][CH2:16][CH2:17][c:18]2[n:19][o:20][c:21]3[c:22]2[cH:23][cH:24][c:25]([F:27])[cH:26]3)[CH2:13][CH2:14]1.[ClH:5]. Reactants: [Br-], C1CCOC1, CON(C)C(=O)c1cc(N(C)C)cc(S(F)(F)(F)(F)F)c1, C[Mg+], CCOC(C)=O, Cl, O. The product is CC(=O)c1cc(N(C)C)cc(S(F)(F)(F)(F)F)c1. RXN SMILES: [Br-:27].[CH2:22]1[O:23][CH2:24][CH2:25][CH2:26]1.[CH3:1][N:2]([c:3]1[cH:4][c:5]([C:6](=[O:7])[N:8]([O:9][CH3:10])[CH3:11])[cH:12][c:13]([S:15]([F:16])([F:17])([F:18])([F:19])[F:20])[cH:14]1)[CH3:21].[CH3:28][Mg+:29].[CH3:31][CH2:32][O:33][C:34](=[O:35])[CH3:36].[ClH:30].[OH2:37]>>[CH3:1][N:2]([c:3]1[cH:4][c:5]([C:6](=[O:7])[CH3:22])[cH:12][c:13]([S:15]([F:16])([F:17])([F:18])([F:19])[F:20])[cH:14]1)[CH3:21]. The reactants are CC(C)(C)OC(=O)N1CCNCC1, Cn1c(=O)[nH]c(=O)c2c1nc(Cl)n2Cc1ccccc1, CCOC(C)=O. Product: Cn1c(=O)[nH]c(=O)c2c1nc(N1CCN(C(=O)OC(C)(C)C)CC1)n2Cc1ccccc1. RXN SMILES: [C:21]([CH3:22])([CH3:23])([CH3:24])[O:25][C:26](=[O:27])[N:28]1[CH2:29][CH2:30][NH:31][CH2:32][CH2:33]1.[CH2:1]([c:2]1[cH:3][cH:4][cH:5][cH:6][cH:7]1)[n:8]1[c:9]([Cl:20])[n:10][c:11]2[n:12]([CH3:19])[c:13](=[O:18])[nH:14][c:15](=[O:17])[c:16]12.[CH3:34][CH2:35][O:36][C:37](=[O:38])[CH3:39]>>[CH2:1]([c:2]1[cH:3][cH:4][cH:5][cH:6][cH:7]1)[n:8]1[c:9]([N:31]2[CH2:30][CH2:29][N:28]([C:26]([O:25][C:21]([CH3:22])([CH3:23])[CH3:24])=[O:27])[CH2:33][CH2:32]2)[n:10][c:11]2[n:12]([CH3:19])[c:13](=[O:18])[nH:14][c:15](=[O:17])[c:16]12. Reactants: O=C([O-])[O-], O=C(Oc1cc(Cl)c(O)c(Cl)c1)c1ccccc1, CN(C)C=O, Fc1ccc(CBr)cc1Oc1ccccc1, [K+], [K+], O. The product is O=C(Oc1cc(Cl)c(OCc2ccc(F)c(Oc3ccccc3)c2)c(Cl)c1)c1ccccc1. Reaction SMILES: [C:19](=[O:20])([O-:21])[O-:22].[C:1]([c:2]1[cH:3][cH:4][cH:5][cH:6][cH:7]1)(=[O:8])[O:9][c:10]1[cH:11][c:12]([Cl:18])[c:13]([OH:17])[c:14]([Cl:16])[cH:15]1.[CH3:41][N:42]([CH3:43])[CH:44]=[O:45].[F:25][c:26]1[c:27]([O:34][c:35]2[cH:36][cH:37][cH:38][cH:39][cH:40]2)[cH:28][c:29]([CH2:30][Br:31])[cH:32][cH:33]1.[K+:23].[K+:24].[OH2:46]>>[C:1]([c:2]1[cH:3][cH:4][cH:5][cH:6][cH:7]1)(=[O:8])[O:9][c:10]1[cH:11][c:12]([Cl:18])[c:13]([O:17][CH2:30][c:29]2[cH:28][c:27]([O:34][c:35]3[cH:36][cH:37][cH:38][cH:39][cH:40]3)[c:26]([F:25])[cH:33][cH:32]2)[c:14]([Cl:16])[cH:15]1.